From a dataset of the Open Reaction Database (ORD), a public repository of structured organic reaction records. describe an organic reaction: reactants, conditions, products, and yield Reactants: [H-].[Na+] (sodium hydride), C(C1=CC=2OCOC2C=C1)Cl (piperonyl chloride), ClC=1C=CC2=C(N=C(N2)S(=O)(=O)C)C1 (6-chloro-2-methanesulfonylbenzimidazole). The solvent is CN(C=O)C (dimethylformamide). Conditions: temperature 80 celsius, time 8 hour. The product is ClC1=CC2=C(N(C(=N2)S(=O)(=O)C)CC2=CC3=C(C=C2)OCO3)C=C1 (5-Chloro-2-methanesulfonyl-1-(3,4-methylenedioxybenzyl)benzimidazole). As a reaction SMILES: [Cl:1][C:2]1[CH:3]=[CH:4][C:5]2[NH:9][C:8]([S:10]([CH3:13])(=[O:12])=[O:11])=[N:7][C:6]=2[CH:14]=1.[H-].[Na+].[CH2:17](Cl)[C:18]1[CH:26]=[CH:25][C:24]2[O:23][CH2:22][O:21][C:20]=2[CH:19]=1>CN(C)C=O>[Cl:1][C:2]1[CH:3]=[CH:4][C:5]2[N:9]([CH2:17][C:18]3[CH:26]=[CH:25][C:24]4[O:23][CH2:22][O:21][C:20]=4[CH:19]=3)[C:8]([S:10]([CH3:13])(=[O:12])=[O:11])=[N:7][C:6]=2[CH:14]=1 |f:1.2|. Procedure: 2.3 g of the 6-chloro-2-methanesulfonylbenzimidazole was dissolved in 30 ml of dimethylformamide, followed by the addition of 480 mg of 60% sodium hydride and 2.04 g of piperonyl chloride under cooling with ice. The obtained mixture was maintained at 80° C. by heating for 4 hours, allowed to stand overnight and filtered to remove insolubles. The filtrate was concentrated in a vacuum and subjected to silica gel column chromatography to give the title compound. Starting materials: O (water), C=CCCCCCCCC (1-decene), C1=CC=CC=C1 (benzene). The reagents and catalysts are [Cl-].C(CCCCCCCCCCC)[N+](C)(C)C (dodecyltrimethylammonium chloride), O.O.[Cu](Cl)Cl (copper (II) chloride dihydrate), [Pd](Cl)Cl (palladium (II) chloride). Run at time 10 minute. Product: CC(CCCCCCCC)=O (2-decanone), CC=CCCCCCCC (2-decene). Reaction SMILES: [CH2:1]=[CH:2][CH2:3][CH2:4][CH2:5][CH2:6][CH2:7][CH2:8][CH2:9][CH3:10].C1C=CC=CC=1.[OH2:17]>[Cl-].C([N+](C)(C)C)CCCCCCCCCCC.O.O.[Cu](Cl)Cl.[Pd](Cl)Cl>[CH3:1][C:2](=[O:17])[CH2:3][CH2:4][CH2:5][CH2:6][CH2:7][CH2:8][CH2:9][CH3:10].[CH3:1][CH:2]=[CH:3][CH2:4][CH2:5][CH2:6][CH2:7][CH2:8][CH2:9][CH3:10] |f:3.4,5.6.7|. Procedure: A mixture of copper (II) chloride dihydrate [10 mmol] and palladium (II) chloride [1.0 mmol] in water [10 ml] was stirred for 10 minutes at room temperature. Then 1-decene [3.51 g, 25 mmol] was added followed by benzene [15 ml] and dodecyltrimethylammonium chloride [2.0 mmol]. Oxygen was bubbled through the solution at 80° C. for 48 hours. After cooling to room temperature, ethyl acetate (15 ml) was added and the solution was filtered. The filtrate was dried using anhydrous magnesium sulphate, a... Starting materials: NC(=O)c1cc2c(Br)cccc2[nH]1, O=C([O-])[O-], Cc1ccccc1, [Na+], [Na+], O=P(Cl)(Cl)Cl. Product: N#Cc1cc2c(Br)cccc2[nH]1. RXN SMILES: [Br:6][c:7]1[c:8]2[cH:9][c:10]([C:16](=[O:17])[NH2:18])[nH:11][c:12]2[cH:13][cH:14][cH:15]1.[C:19](=[O:20])([O-:21])[O-:22].[CH3:25][c:26]1[cH:27][cH:28][cH:29][cH:30][cH:31]1.[Na+:23].[Na+:24].[P:1]([Cl:2])([Cl:3])([Cl:4])=[O:5]>>[Br:6][c:7]1[c:8]2[cH:9][c:10]([C:16]#[N:18])[nH:11][c:12]2[cH:13][cH:14][cH:15]1. Starting materials: O=C([O-])[O-], CO, [K+], [K+], O=[N+]([O-])c1cccc2nc(C(F)(F)F)ccc12. The product is Nc1cccc2nc(C(F)(F)F)ccc12. As a reaction SMILES: [C:18](=[O:19])([O-:20])[O-:21].[CH3:24][OH:25].[K+:22].[K+:23].[N+:1]([O-:2])(=[O:3])[c:4]1[c:5]2[cH:6][cH:7][c:8]([C:14]([F:15])([F:16])[F:17])[n:9][c:10]2[cH:11][cH:12][cH:13]1>>[NH2:1][c:4]1[c:5]2[cH:6][cH:7][c:8]([C:14]([F:15])([F:16])[F:17])[n:9][c:10]2[cH:11][cH:12][cH:13]1. The reactants are NC1=CC=C(C=C1)CC(=O)NC1=CC=C(C=C1)OC (2-(4-Amino-phenyl)-N-(4-methoxy-phenyl)-acetamide), S(=O)(=O)(O)O.ClC=1NCCN1 (2-chloroimidazoline sulfate). Yields the product Cl.N1C(NCC1)=NC1=CC=C(C=C1)CC(=O)NC1=CC=C(C=C1)OC (2-[4-(Imidazolidin-2-ylideneamino)-phenyl]-N-(4-methoxy-phenyl)-acetamide hydrochloride). Yield: 10.0%. As a reaction SMILES: [NH2:1][C:2]1[CH:7]=[CH:6][C:5]([CH2:8][C:9]([NH:11][C:12]2[CH:17]=[CH:16][C:15]([O:18][CH3:19])=[CH:14][CH:13]=2)=[O:10])=[CH:4][CH:3]=1.S(O)(O)(=O)=O.[Cl:25][C:26]1[NH:27][CH2:28][CH2:29][N:30]=1>>[ClH:25].[NH:27]1[CH2:28][CH2:29][NH:30][C:26]1=[N:1][C:2]1[CH:3]=[CH:4][C:5]([CH2:8][C:9]([NH:11][C:12]2[CH:13]=[CH:14][C:15]([O:18][CH3:19])=[CH:16][CH:17]=2)=[O:10])=[CH:6][CH:7]=1 |f:1.2,3.4|. Reported procedure: 2-(4-Amino-phenyl)-N-(4-methoxy-phenyl)-acetamide (732 mg) was treated with 2-chloroimidazoline sulfate using the procedure of Example 1 above, to yield 2-[4-(Imidazolidin-2-ylideneamino)-phenyl]-N-(4-methoxy-phenyl)-acetamide hydrochloride (10%); Mass Spec M+H: 314. Starting materials: C(C)NC1=CC2=C(C=C1)OCO2 (N-ethyl-3,4-methylenedioxyaniline), C(=O)(Cl)Cl (phosgene). The product is C(C)N(C(=O)Cl)C1=CC2=C(C=C1)OCO2 (N-ethyl-N-(3,4-methylenedioxyphenyl)carbamoylchloride). Reaction SMILES: [CH2:1]([NH:3][C:4]1[CH:9]=[CH:8][C:7]2[O:10][CH2:11][O:12][C:6]=2[CH:5]=1)[CH3:2].[C:13](Cl)([Cl:15])=[O:14]>>[CH2:1]([N:3]([C:4]1[CH:9]=[CH:8][C:7]2[O:10][CH2:11][O:12][C:6]=2[CH:5]=1)[C:13]([Cl:15])=[O:14])[CH3:2]. Procedure details: By following the procedure described in example 1A, N-ethyl-3,4-methylenedioxyaniline (1.65 g, 10 mmol) was reacted with phosgene to give 1.5 g N-ethyl-N-(3,4-methylenedioxyphenyl)carbamoylchloride. M.p. 68°-69° C. Reactants: resultant mixture, C([O-])(O)=O.[Na+] (sodium bicarbonate), CO (methanol), C1(OC[C@@H]2CC=CC[C@H]12)=O ((3aR, 7aS)-1,3,3a,4,7,7a-hexahydroisobenzofuran-1-one), resultant mixture, B(Br)(Br)Br (boron tribromide). The solvent is ClCCl (dichloromethane), ClCCl (dichloromethane). Conditions: time 24 hour. Product: BrC[C@@H]1CC=CC[C@@H]1C(=O)OC ((1S, 6R)-6-bromomethyl-1-methoxycarbonylcyclohex-3-ene). The yield is 87.6%. Reaction SMILES: [C:1]1(=O)[C@@H:9]2[C@@H:4]([CH2:5][CH:6]=[CH:7][CH2:8]2)CO1.B(Br)(Br)[Br:12].[CH3:15][OH:16].[C:17](=[O:20])(O)[O-].[Na+]>ClCCl>[Br:12][CH2:1][C@H:9]1[C@@H:4]([C:15]([O:20][CH3:17])=[O:16])[CH2:5][CH:6]=[CH:7][CH2:8]1 |f:3.4|. Procedure: In a stream of nitrogen gas, 8.8 g of (3aR, 7aS)-1,3,3a,4,7,7a-hexahydroisobenzofuran-1-one was dissolved in 100 ml of dichloromethane, and 95 ml of dichloromethane solution of boron tribromide (1M-CH2Cl2 solution) was slowly added dropwise to the mixture while the mixture was being cooled by ice. Thereafter, the mixture was stirred for 24 hours at room temperature, the resultant mixture was cooled by ice, and then 60 ml of methanol was added extremely slowly thereto, in dropwise fashion. The mi... Reactants: C(C)(C)(C)OC(=O)N1C(C=C(C2=CC(=CC=C12)C1=CC=CC=C1)C)(C)C (N-tert-butyloxycarbonyl-1,2-dihydro-2,2,4-trimethyl-6-phenyl quinoline), [Se](=O)=O (selenium dioxide). Solvent: O1CCOCC1 (dioxane). The product is intermediate, C(C)(C)(C)OC(=O)N1C(C=C(C2=CC(=CC=C12)C1=CC=CC=C1)CO)(C)C (N-tert-Butyloxycarbonyl-1,2-dihydro-2,2-dimethyl-4-hydroxymethyl-6-phenylquinoline). Yield: 23.1%. RXN SMILES: [C:1]([O:5][C:6]([N:8]1[C:17]2[C:12](=[CH:13][C:14]([C:18]3[CH:23]=[CH:22][CH:21]=[CH:20][CH:19]=3)=[CH:15][CH:16]=2)[C:11]([CH3:24])=[CH:10][C:9]1([CH3:26])[CH3:25])=[O:7])([CH3:4])([CH3:3])[CH3:2].[Se](=O)=[O:28]>O1CCOCC1>[C:1]([O:5][C:6]([N:8]1[C:17]2[C:12](=[CH:13][C:14]([C:18]3[CH:23]=[CH:22][CH:21]=[CH:20][CH:19]=3)=[CH:15][CH:16]=2)[C:11]([CH2:24][OH:28])=[CH:10][C:9]1([CH3:26])[CH3:25])=[O:7])([CH3:4])([CH3:2])[CH3:3]. Reported procedure: A solution of N-tert-butyloxycarbonyl-1,2-dihydro-2,2,4-trimethyl-6-phenyl quinoline (structure 10, where R1=phenyl) (310 mg, 0.888 mmol) and selenium dioxide (345 mg, 3.11 mmol) in 17 mL of dioxane was heated to reflux for 3 h. The reaction mixture was quenched with 1:1 NaS2O3 (10%)/Na2HCO3 (10%), extracted with dichloromethane, dried (MgSO4), and the organic phase was concentrated ill vacuo. Purification by flash chromatography (silica gel, hexane/ethyl acetate, 4:1) gave 212 mg of the interme... Starting materials: C(=O)(N)/N=N/C(=O)N (Azodicarbonamide), [OH-].[K+] (potassium hydroxide), O (water), ice. Run in ice water. The product is N(=NC(=O)[O-])C(=O)[O-].[K+].[K+] (potassium azodicarboxylate). Reaction SMILES: [C:1](/[N:4]=[N:5]/[C:6](N)=[O:7])(N)=[O:2].[OH-:9].[K+:10].[OH2:11]>>[N:5]([C:6]([O-:7])=[O:11])=[N:4][C:1]([O-:9])=[O:2].[K+:10].[K+:10] |f:1.2,4.5.6|. Procedure details: Azodicarbonamide (5.0 g) was stirred with a solution of potassium hydroxide (7.0 g) in water (12 ml) at 4°. After stirring in the ice bath for 1 h the mixture was diluted with ice/water (30 ml) and the solution was filtered. The filtrate was diluted with cool (2°) ethanol (100 ml) and the resultant solid was filtered off, washed with ethanol, methanol and ether to give potassium azodicarboxylate (6.9 g). This was then mixed with 3-aza-2-oxabicyclo[2.2.1]hept-5-ene-3-carboxylic acid, (phenylmethy... Starting materials: N1C=CC2=CC(=CC=C12)C(=O)OC (methyl indole-5-carboxylate), FC1=CC=C(C=C1)I (4-fluoro-iodobenzene), CN[C@H]1[C@@H](CCCC1)NC (racemic trans-N,N′-dimethylcyclohexane-1,2-diamine), tribasic-N-hydrate potassium phosphate, FC1=CC=C(C=C1)I (4-fluoro-iodobenzene). Reagents/catalysts: [Cu](I)I (copper iodide). Solvent: C1(=CC=CC=C1)C (toluene). Reaction conditions: temperature 85 celsius. The product is FC1=CC=C(C=C1)N1C=CC2=CC(=CC=C12)C(=O)OC (methyl 1-(4-fluorophenyl)-indole-5-carboxylate). Yield: 57.5%. Reaction SMILES: [NH:1]1[C:9]2[C:4](=[CH:5][C:6]([C:10]([O:12][CH3:13])=[O:11])=[CH:7][CH:8]=2)[CH:3]=[CH:2]1.[F:14][C:15]1[CH:20]=[CH:19][C:18](I)=[CH:17][CH:16]=1.CN[C@@H]1CCCC[C@H]1NC>[Cu](I)I.C1(C)C=CC=CC=1>[F:14][C:15]1[CH:20]=[CH:19][C:18]([N:1]2[C:9]3[C:4](=[CH:5][C:6]([C:10]([O:12][CH3:13])=[O:11])=[CH:7][CH:8]=3)[CH:3]=[CH:2]2)=[CH:17][CH:16]=1. Reported procedure: To a 3-L 4-neck flask equipped with mechanical stirrer, N2 inlet and thermocouple was added compound 1a (124 g, 0.71 mol), toluene (0.99 L), 4-fluoro-iodobenzene (cpd 3e, 314.27 g, 1.42 mol), racemic trans-N,N′-dimethylcyclohexane-1,2-diamine (cpd 3f, 30.2 g, 0.21 mol), copper iodide (13.48 g, 0.078 mol) and tribasic-N-hydrate potassium phosphate (330.54 g, 1.56 mol). The mixture was heated to 85° C. for 12 h. A second charge of 4-fluoro-iodobenzene (47.14 g, 0.21 mol) was added and the mixture ...